The task is: describe an organic reaction: reactants, conditions, products, and yield. This data is from the Open Reaction Database (ORD), a public repository of structured organic reaction records. The reactants are BrC=1C=CC=2N(C1C)C=C(N2)C(=O)OCC (ethyl 6-bromo-5-methylimidazo[1,2-a]pyridine-2-carboxylate), [OH-].[Na+] (sodium hydroxide), C(C)(=O)O (acetic acid). Run in C(C)O (ethanol). Yields the product BrC=1C=CC=2N(C1C)C=C(N2)C(=O)O (6-bromo-5-methylimidazo[1,2-a]pyridine-2-carboxylic acid). Isolated yield 76.5%. As a reaction SMILES: [Br:1][C:2]1[CH:3]=[CH:4][C:5]2[N:6]([CH:9]=[C:10]([C:12]([O:14]CC)=[O:13])[N:11]=2)[C:7]=1[CH3:8].[OH-].[Na+].C(O)(=O)C>C(O)C>[Br:1][C:2]1[CH:3]=[CH:4][C:5]2[N:6]([CH:9]=[C:10]([C:12]([OH:14])=[O:13])[N:11]=2)[C:7]=1[CH3:8] |f:1.2|. Reported procedure: To a solution of 0.283 g of ethyl 6-bromo-5-methylimidazo[1,2-a]pyridine-2-carboxylate in 2 mL of ethanol is added 1 mL of 1 N sodium hydroxide. The reaction mixture is refluxed for 3 hours. After cooling, the reaction medium is acidified with acetic acid. The solid formed is filtered off, washed with water and then dried under vacuum to give 0.195 g of 6-bromo-5-methylimidazo[1,2-a]pyridine-2-carboxylic acid in the form of a white solid. Reactants: C(C)(C)(C)OC(=O)N1CCC(CC1)NC1=CC(=CC=C1)C1=NC(=NC=C1)Cl (4-[3-(2-Chloro-pyrimidin-4-yl)-phenylamino]-piperidine-1-carboxylic acid tert-butyl ester), NCCC=1C=C(C=CC1)O (3-(2-amino-ethyl)-phenol), 390. The product is N1CCC(CC1)NC=1C=C(C=CC1)C1=NC(=NC=C1)NCCC=1C=C(C=CC1)O (3-(2-{4-[3-(Piperidin-4-ylamino)-phenyl]-pyrimidin-2-ylamino}-ethyl)-phenol). As a reaction SMILES: C(OC([N:8]1[CH2:13][CH2:12][CH:11]([NH:14][C:15]2[CH:20]=[CH:19][CH:18]=[C:17]([C:21]3[CH:26]=[CH:25][N:24]=[C:23](Cl)[N:22]=3)[CH:16]=2)[CH2:10][CH2:9]1)=O)(C)(C)C.[NH2:28][CH2:29][CH2:30][C:31]1[CH:32]=[C:33]([OH:37])[CH:34]=[CH:35][CH:36]=1>>[NH:8]1[CH2:9][CH2:10][CH:11]([NH:14][C:15]2[CH:16]=[C:17]([C:21]3[CH:26]=[CH:25][N:24]=[C:23]([NH:28][CH2:29][CH2:30][C:31]4[CH:32]=[C:33]([OH:37])[CH:34]=[CH:35][CH:36]=4)[N:22]=3)[CH:18]=[CH:19][CH:20]=2)[CH2:12][CH2:13]1. Procedure details: Intermediate 7 was coupled with 3-(2-amino-ethyl)-phenol following procedure F and the resulting product deprotected following procedure G. LC-MS showed the product had the expected M+H+ of 390. 1H NMR (Varian 300 MHz, DMSO-d6, shifts relative to the solvent peak at 2.49 ppm) δ 8.8 (m, 5H) 8.4 (d, 1H) 7.4 (m, 2H) 7.3 (m, 1H) 7.0 (d, 1H) 6.9 (m, 1H) 3.7 (m, 2H) 3.4 (m, 1H) 3.1 (m, 2H) 2.9 (m, 3H) 2.1 (m, 1H) 1.8 (m, 2H) 1.5 (m, 2H). The reactants are C(C)C1=CC2=C(C(C3=C(C=C2)C=C(C=C3)C)C=3C(=NC(NC3)=O)SC)C=C1 ((±)-5-[2-Ethyl-8-methyl-5H-dibenzo[a,d]cyclohepten-5-yl]-4-methylthio-2(1H)-pyrimidinone), FC1=NC(=NC=C1)N(CC(=O)NC=1SC=C(N1)CC(=O)OCC)C (2-[2-[[4-Fluoropyrimidin-2-yl][methyl]amino]acetylamino]-4-thiazoleacetic acid, ethyl ester), C([O-])([O-])=O.[Cs+].[Cs+] (cesium carbonate). The solvent is CN1C(CCC1)=O (1-methyl-2-pyrrolidinone). The product is C(C)C1=CC2=C(C(C3=C(C=C2)C=C(C=C3)C)C=3C(=NC(N(C3)C3=NC(=NC=C3)N(CC(=O)NC=3SC=C(N3)CC(=O)OCC)C)=O)SC)C=C1 ((±)-2-[2-[[4-[5-{2-Ethyl-8-methyl-5H-dibenzo[a,d]cyclohepten-5-yl}-4-methylthio-2-oxo-1(2H)-pyrimidinyl]pyrimidin-2-yl][methyl]amino]acetylamino]-4-thiazoleacetic acid, ethyl ester). As a reaction SMILES: [CH2:1]([C:3]1[CH:27]=[CH:26][C:6]2[CH:7]([C:17]3[C:18]([S:24][CH3:25])=[N:19][C:20](=[O:23])[NH:21][CH:22]=3)[C:8]3[CH:15]=[CH:14][C:13]([CH3:16])=[CH:12][C:9]=3[CH:10]=[CH:11][C:5]=2[CH:4]=1)[CH3:2].F[C:29]1[CH:34]=[CH:33][N:32]=[C:31]([N:35]([CH3:51])[CH2:36][C:37]([NH:39][C:40]2[S:41][CH:42]=[C:43]([CH2:45][C:46]([O:48][CH2:49][CH3:50])=[O:47])[N:44]=2)=[O:38])[N:30]=1.C(=O)([O-])[O-].[Cs+].[Cs+]>CN1CCCC1=O>[CH2:1]([C:3]1[CH:27]=[CH:26][C:6]2[CH:7]([C:17]3[C:18]([S:24][CH3:25])=[N:19][C:20](=[O:23])[N:21]([C:29]4[CH:34]=[CH:33][N:32]=[C:31]([N:35]([CH3:51])[CH2:36][C:37]([NH:39][C:40]5[S:41][CH:42]=[C:43]([CH2:45][C:46]([O:48][CH2:49][CH3:50])=[O:47])[N:44]=5)=[O:38])[N:30]=4)[CH:22]=3)[C:8]3[CH:15]=[CH:14][C:13]([CH3:16])=[CH:12][C:9]=3[CH:10]=[CH:11][C:5]=2[CH:4]=1)[CH3:2] |f:2.3.4|. Procedure: The product of step (iv) (0.37 g), and the product of step (ii) (0.35 g) was stirred with cesium carbonate (0.32 g) in dry 1-methyl-2-pyrrolidinone (15 ml) at 65-70° C. for 20 hours. The reaction mixture was partitioned between ethyl acetate and brine. The organic layer collected, dried (MgSO4), and solvent evaporated under reduced pressure. Yield 0.61 g. The reactants are O=C1N(C(C=2C=C3C(=CC12)C=CC=C3)=O)C(CC#N)C3=CC(=C(C=C3)OC)OC3CCCC3 (3-(1,3-dioxobenzo[f]isoindolin-2-yl)-3-(3-cyclopentyloxy-4-methoxyphenyl)propionitrile), C(CC)#N (propionitrile), 3-(1,3-dioxo-5-azaindolin-2-yl)-3-(3-ethoxy-4-cyclohexyloxyphenyl)propionitrile, C(CC)#N (propionitrile), C(CC)#N (propionitrile), 3-(1,3-dioxo-5-azaindolin-2-yl)-3-(3-cyclopentyloxy-4-ethoxyphenyl)propionitrile, 3-(1,3-dioxo-4-azaindolin-2-yl)-3-(3-methoxy-4-cyclohexyloxyphenyl)propionitrile, C(CC)#N (propionitrile), C(CC)#N (propionitrile), O=C1N(C(C=2C=C3C(=CC12)C=CC=C3)=O)C(CC#N)C3=CC(=C(C=C3)OCC)OC3CCCC3 (3-(1,3-dioxobenzo[f]isoindolin-2-yl)-3-(3-cyclopentyloxy-4-ethoxyphenyl)propionitrile), O=C1N(C(C=2C=C3C(=CC12)C=CC=C3)=O)C(CC#N)C3=CC(=C(C=C3)OC)OC3CCCC3 (3-(1,3-dioxobenzo[f]isoindolin-2-yl)-3-(3-cyclopentyloxy-4-methoxyphenyl)propionitrile), 3-(1,3-dioxo-4-azaindolin-2-yl)-3-(3-cyclopentyloxy-4-methoxyphenyl)propionitrile, 3-(1,3-dioxo-4-azaindolin-2-yl)-3-(3-cyclopentyloxy-4-methoxyphenyl)propionitrile, C(CC)#N (propionitrile), O=C1N(C(C=2C=C3C(=CC12)C=CC=C3)=O)C(CC#N)C3=CC(=C(C=C3)OC3CCCCC3)OCC (3-(1,3-dioxobenzo[f]isoindolin-2-yl)-3-(3-ethoxy-4-cyclohexyloxyphenyl)propionitrile), 3-(1,3-dioxo-5-azaindolin-2-yl)-3-(3-ethoxy-4-cyclopentyloxyphenyl)propionitrile, 3-(1,3-dioxo-5-azaindolin-2-yl)-3-(3-methoxy-4-cyclohexyloxyphenyl)propionitrile, O=C1N(C(C=2C=C3C(=CC12)C=CC=C3)=O)C(CC#N)C3=CC(=C(C=C3)OC3CCCC3)OCC (3-(1,3-dioxobenzo[f]isoindolin-2-yl)-3-(3-ethoxy-4-cyclopentyloxyphenyl)propionitrile), 3-(1,3-dioxo-4-azaindolin-2-yl)-3-(3-ethoxy-4-cyclohexyloxyphenyl)propionitrile, 3-(1,3-dioxo-5-azaindolin-2-yl)-3-(3-cyclopentyloxy-4-methoxyphenyl)propionitrile, 3-(1,3-dioxo-4-azaindolin-2-yl)-3-(3-ethoxy-4-cyclopentyloxyphenyl)propionitrile, 3-(1,3-dioxo-4-azaindolin-2-yl)-3-(3-cyclopentyloxy-4-ethoxyphenyl)propionitrile, 3-(1,3-dioxo-5-azaindolin-2-yl)-3-(3-cyclopentyloxy-4-methoxyphenyl)propionitrile, O=C1N(C(C=2C=C3C(=CC12)C=CC=C3)=O)C(CC#N)C3=CC(=C(C=C3)OC3CCCCC3)OC (3-(1,3-dioxobenzo[f]isoindolin-2-yl)-3-(3-methoxy-4-cyclohexyloxyphenyl)propionitrile). Product: C1(C=2C(C(N1C(CC#N)C1=CC(=C(C=C1)OCC)OCC)=O)=CC=CC2)=O (3-Phthalimido-3-(3,4-diethoxyphenyl)propionitrile). Reaction SMILES: O=C1C2C=C3C=CC=CC3=CC=2C(=O)N1C(C1C=CC(OC)=C(OC2CCCC2)C=1)CC#N.[O:34]=[C:35]1[C:43]2[CH:42]=[C:41]3C=CC=C[C:40]3=[CH:39][C:38]=2[C:37](=[O:48])[N:36]1[CH:49]([C:53]1[CH:58]=[CH:57][C:56]([O:59][CH:60]2CCC[CH2:61]2)=[C:55]([O:65][CH2:66][CH3:67])[CH:54]=1)[CH2:50][C:51]#[N:52].O=C1C2C=C3C=CC=CC3=CC=2C(=O)N1C(C1C=CC(OC2CCCCC2)=C(OCC)C=1)CC#N.O=C1C2C=C3C=CC=CC3=CC=2C(=O)N1C(C1C=CC(OC2CCCCC2)=C(OC)C=1)CC#N.C(#N)CC.O=C1C2C=C3C=CC=CC3=CC=2C(=O)N1C(C1C=CC(OCC)=C(OC2CCCC2)C=1)CC#N>>[C:35]1(=[O:34])[N:36]([CH:49]([C:53]2[CH:58]=[CH:57][C:56]([O:59][CH2:60][CH3:61])=[C:55]([O:65][CH2:66][CH3:67])[CH:54]=2)[CH2:50][C:51]#[N:52])[C:37](=[O:48])[C:38]2=[CH:39][CH:40]=[CH:41][CH:42]=[C:43]12. Procedure details: Similarly obtained from 3-(1,3-dioxobenzo[f]isoindolin-2-yl)-3-(3-cyclopentyloxy-4-methoxyphenyl)propionamide, 3-(1,3-dioxo-4-azaindolin-2-yl)-3-(3-cyclopentyloxy-4-methoxyphenyl)propionamide, 3-(1,3-dioxo-5-azaindolin-2-yl)-3-(3-cyclopentyloxy-4-methoxyphenyl)propionamide, 3-(1,3-dioxobenzo[f]isoindolin-2-yl)-3-(3-ethoxy-4-cyclopentyloxyphenyl)propionamide, 3-(1,3-dioxobenzo[f]isoindolin-2-yl)-3-(3-ethoxy-4-cyclohexyloxyphenyl)propionamide, 3-(1,3-dioxobenzo[f]isoindolin-2-yl)-3-(3-methoxy-4-cy... Starting materials: C([O-])([O-])=O.[K+].[K+] (potassium carbonate), COP(OC)(=O)C(C(C)=O)=[N+]=[N-] ((1-Diazo-2-oxo-propyl)-phosphonic acid dimethyl ester), FC(C=1C=C(CN2N=NC(=C2C2=CC=CC=C2)C=O)C=C(C1)C(F)(F)F)(F)F (1-(3,5-bis-trifluoromethyl-benzyl)-5-phenyl-1H-[1,2,3]triazole-4-carbaldehyde). The solvent is CCOCC (ether), C(=O)(O)[O-].[Na+] (NaHCO3), CO (methanol), CO (methanol). Yields the product FC(C=1C=C(CN2N=NC(=C2C2=CC=CC=C2)C#C)C=C(C1)C(F)(F)F)(F)F (1-(3,5-bis-trifluoromethyl-benzyl)4-ethynyl-5-phenyl-1H-[1,2,3]triazole). Isolated yield 53.7%. As a reaction SMILES: [CH3:1]OP(C(=[N+]=[N-])C(=O)C)(=O)OC.[F:13][C:14]([F:40])([F:39])[C:15]1[CH:16]=[C:17]([CH:32]=[C:33]([C:35]([F:38])([F:37])[F:36])[CH:34]=1)[CH2:18][N:19]1[C:23]([C:24]2[CH:29]=[CH:28][CH:27]=[CH:26][CH:25]=2)=[C:22]([CH:30]=O)[N:21]=[N:20]1.C(=O)([O-])[O-].[K+].[K+]>CO.CCOCC.C([O-])(O)=O.[Na+]>[F:13][C:14]([F:40])([F:39])[C:15]1[CH:16]=[C:17]([CH:32]=[C:33]([C:35]([F:38])([F:37])[F:36])[CH:34]=1)[CH2:18][N:19]1[C:23]([C:24]2[CH:29]=[CH:28][CH:27]=[CH:26][CH:25]=2)=[C:22]([C:30]#[CH:1])[N:21]=[N:20]1 |f:2.3.4,7.8|. Reported procedure: To the (1-Diazo-2-oxo-propyl)-phosphonic acid dimethyl ester (794 mg, 4.20 mmol) in 70 mL of methanol, add 1-(3,5-bis-trifluoromethyl-benzyl)-5-phenyl-1H-[1,2,3]triazole-4-carbaldehyde (1.44 g, 3.60 mmol) as a solution in 5 mL of methanol. To this mix, add (995 mg, 7.20 mmol) of potassium carbonate and mix the solution for 18 h. Dilute with ether and saturated NaHCO3, and extract with ether 3 times, wash the organics again with saturated NaHCO3, and dry the combined organics with MgSO4. Filter a...